From a dataset of the Open Reaction Database (ORD), a public repository of structured organic reaction records. describe an organic reaction: reactants, conditions, products, and yield Reactants: O(C1=CC=CC=C1)C1=CC=C(CN)C=C1 (4-phenoxybenzylamine), NC1=CC2=C(OC(OC2=O)(C)C)C=C1 (6-amino-2,2-dimethyl-4H-1,3-benzodioxin-4-one), ClCC1=CC=C(C(=O)Cl)C=C1 (4-(chloromethyl)benzoyl chloride), C(#N)C1=CC=C(C(=O)Cl)C=C1 (4-cyanobenzoyl chloride). The product is C(#N)C1=CC=C(C(=O)N(C=2C=CC(=C(C(=O)O)C2)O)CC2=CC=C(C=C2)C(=O)NCC2=CC=C(C=C2)OC2=CC=CC=C2)C=C1 (5-[(4-cyanobenzoyl)(4-{[(4-phenoxybenzyl)amino]carbonyl}benzyl)amino]-2-hydroxybenzoic acid). Reaction SMILES: [O:1]([C:8]1[CH:15]=[CH:14][C:11]([CH2:12][NH2:13])=[CH:10][CH:9]=1)[C:2]1[CH:7]=[CH:6][CH:5]=[CH:4][CH:3]=1.Cl[CH2:17][C:18]1[CH:26]=[CH:25][C:21]([C:22](Cl)=[O:23])=[CH:20][CH:19]=1.[C:27]([C:29]1[CH:37]=[CH:36][C:32]([C:33](Cl)=[O:34])=[CH:31][CH:30]=1)#[N:28].[NH2:38][C:39]1[CH:51]=[CH:50][C:42]2[O:43]C(C)(C)[O:45][C:46](=[O:47])[C:41]=2[CH:40]=1>>[C:27]([C:29]1[CH:37]=[CH:36][C:32]([C:33]([N:38]([CH2:17][C:18]2[CH:26]=[CH:25][C:21]([C:22]([NH:13][CH2:12][C:11]3[CH:10]=[CH:9][C:8]([O:1][C:2]4[CH:3]=[CH:4][CH:5]=[CH:6][CH:7]=4)=[CH:15][CH:14]=3)=[O:23])=[CH:20][CH:19]=2)[C:39]2[CH:51]=[CH:50][C:42]([OH:43])=[C:41]([CH:40]=2)[C:46]([OH:47])=[O:45])=[O:34])=[CH:31][CH:30]=1)#[N:28]. Reported procedure: The title compound was prepared following the procedure A using 4-phenoxybenzylamine, 4-(chloromethyl)benzoyl chloride, 4-cyanobenzoyl chloride and 6-amino-2,2-dimethyl-4H-1,3-benzodioxin-4-one. M+(ESI): 598.1 Starting materials: [Li]C(C)(C)C, C1CCOC1, COC(=O)c1cc(CO)ccc1-c1cc(F)ccc1F. Yields the product CC(C)(C)C(=O)c1cc(CO)ccc1-c1cc(F)ccc1F. Reaction SMILES: [C:21]([CH3:22])([CH3:23])([CH3:24])[Li:25].[CH2:26]1[O:27][CH2:28][CH2:29][CH2:30]1.[F:1][c:2]1[c:3](-[c:9]2[c:10]([C:17]([O:19][CH3:18])=[O:20])[cH:11][c:12]([CH2:15][OH:16])[cH:13][cH:14]2)[cH:4][c:5]([F:8])[cH:6][cH:7]1>>[F:1][c:2]1[c:3](-[c:9]2[c:10]([C:17](=[O:19])[C:21]([CH3:22])([CH3:23])[CH3:24])[cH:11][c:12]([CH2:15][OH:16])[cH:13][cH:14]2)[cH:4][c:5]([F:8])[cH:6][cH:7]1. Starting materials: C[O-].[Na+] (sodium methoxide), CN(/C=C/C=O)C ((E)-3-(dimethylamino)acrylaldehyde), C(N)(=N)C1(CN(C1)C(=O)OC(C)(C)C)NS(=O)C(C)(C)C (tert-butyl 3-carbamimidoyl-3-(1,1-dimethylethylsulfinamido)azetidine-1-carboxylate). Run in CO (methanol). Conditions: temperature 70 celsius. Product: CC(C)(S(=O)NC1(CN(C1)C(=O)OC(C)(C)C)C1=NC=CC=N1)C (tert-butyl 3-(1,1-dimethylethylsulfinamido)-3-(pyrimidin-2-yl)azetidine-1-carboxylate). Yield: 11.3%. Reaction SMILES: [C:1]([C:4]1([NH:15][S:16]([C:18]([CH3:21])([CH3:20])[CH3:19])=[O:17])[CH2:7][N:6]([C:8]([O:10][C:11]([CH3:14])([CH3:13])[CH3:12])=[O:9])[CH2:5]1)(=[NH:3])[NH2:2].C[O-].[Na+].CN(C)/[CH:27]=[CH:28]/[CH:29]=O>CO>[CH3:19][C:18]([CH3:21])([S:16]([NH:15][C:4]1([C:1]2[N:2]=[CH:29][CH:28]=[CH:27][N:3]=2)[CH2:5][N:6]([C:8]([O:10][C:11]([CH3:13])([CH3:14])[CH3:12])=[O:9])[CH2:7]1)=[O:17])[CH3:20] |f:1.2|. Procedure details: To the above reaction mixture of tert-butyl 3-carbamimidoyl-3-(1,1-dimethylethylsulfinamido)azetidine-1-carboxylate (assumed 4.98 mmol) in methanol (5 mL) was added sodium methoxide (0.509 g, 9.42 mmol) and (E)-3-(dimethylamino)acrylaldehyde (0.560 g, 5.65 mmol), and the resulting solution was heated at 70° C. overnight. The reaction mixture was then concentrated and the residue dissolved in ethyl acetate. The mixture was washed with water followed by saturated brine solution, and then dried ove...